From a dataset of the Open Reaction Database (ORD), a public repository of structured organic reaction records. describe an organic reaction: reactants, conditions, products, and yield Reactants: ClC=1C=C(C=CC1F)NC=1C2=C(N=CN1)C=NC(=N2)NCC2CCN(CC2)C(=O)OC(C)(C)C (4-[(3-chloro-4-fluorophenyl)amino]-6-[(1-tert-butyloxycarbonyl-4-piperidinyl)methylamino]pyrimido[5,4-d]pyrimidine), FC(C(=O)O)(F)F (trifluoroacetic acid), [Cl-].CO.CO (methanol chloride methanol). Product: ClC=1C=C(C=CC1F)NC=1C2=C(N=CN1)C=NC(=N2)NCC2CCNCC2 (4-[(3-Chloro-4-fluorophenyl)amino]-6-[4-piperidinylmethylamino]pyrimido[5,4-d]pyrimidine). RXN SMILES: [Cl:1][C:2]1[CH:3]=[C:4]([NH:9][C:10]2[C:11]3[N:19]=[C:18]([NH:20][CH2:21][CH:22]4[CH2:27][CH2:26][N:25](C(OC(C)(C)C)=O)[CH2:24][CH2:23]4)[N:17]=[CH:16][C:12]=3[N:13]=[CH:14][N:15]=2)[CH:5]=[CH:6][C:7]=1[F:8].FC(F)(F)C(O)=O.[Cl-].CO.CO>>[Cl:1][C:2]1[CH:3]=[C:4]([NH:9][C:10]2[C:11]3[N:19]=[C:18]([NH:20][CH2:21][CH:22]4[CH2:27][CH2:26][NH:25][CH2:24][CH2:23]4)[N:17]=[CH:16][C:12]=3[N:13]=[CH:14][N:15]=2)[CH:5]=[CH:6][C:7]=1[F:8] |f:2.3.4|. Procedure: Prepared from 4-[(3-chloro-4-fluorophenyl)amino]-6-[(1-tert-butyloxycarbonyl-4-piperidinyl)methylamino]pyrimido[5,4-d]pyrimidine by reaction with trifluoroacetic acid. Melting point: 204°-206° C.; Rf : 0.42 (alumina; methanol chloride/methanol=10:1)